Dataset: the Open Reaction Database (ORD), a public repository of structured organic reaction records. Task: describe an organic reaction: reactants, conditions, products, and yield Starting materials: CC1C(N2C(=O)c3ccccc3C2=O)C(=O)N1OCc1ccccc1, C1CCOC1. Product: CC1C(N2C(=O)c3ccccc3C2=O)C(=O)N1O. Reaction SMILES: [CH2:1]([c:2]1[cH:3][cH:4][cH:5][cH:6][cH:7]1)[O:8][N:9]1[C:10](=[O:25])[CH:11]([N:14]2[C:15](=[O:24])[c:16]3[c:17]([cH:20][cH:21][cH:22][cH:23]3)[C:18]2=[O:19])[CH:12]1[CH3:13].[CH2:26]1[O:27][CH2:28][CH2:29][CH2:30]1>>[OH:8][N:9]1[C:10](=[O:25])[CH:11]([N:14]2[C:15](=[O:24])[c:16]3[c:17]([cH:20][cH:21][cH:22][cH:23]3)[C:18]2=[O:19])[CH:12]1[CH3:13]. Reactants: [H-].[Li+] (LiH), O=C1NC=CC=C1C(=O)OC (methyl 2-oxo-1,2-dihydropyridine-3-carboxylate), IC (iodomethane). Solvent: CCOC(=O)C (EtOAc), CN(C)C=O (DMF). Reaction conditions: time 30 minute. Yields the product CN1C(C(=CC=C1)C(=O)OC)=O (methyl 1-methyl-2-oxo-1,2-dihydropyridine-3-carboxylate). Reaction SMILES: [H-].[Li+].[O:3]=[C:4]1[C:9]([C:10]([O:12][CH3:13])=[O:11])=[CH:8][CH:7]=[CH:6][NH:5]1.I[CH3:15]>CN(C=O)C.CCOC(C)=O>[CH3:15][N:5]1[CH:6]=[CH:7][CH:8]=[C:9]([C:10]([O:12][CH3:13])=[O:11])[C:4]1=[O:3] |f:0.1|. Procedure details: LiH (10 mg, 1.3 mmol) was added to the solution of methyl 2-oxo-1,2-dihydropyridine-3-carboxylate (0.10 g, 0.65 mmol) in DMF (3 mL) at 0° C. After stirring for 30 minutes, iodomethane (0.08 mL, 1.30 mmol) was added to the reaction mixture at the temperature, and the reaction was warmed to room temperature. After stirring for 3 days, the reaction mixture was diluted with EtOAc, quenched with ice water, extracted with EtOAc, dried over MgSO4, and concentrated to give the desired product. 1H NMR (4... RXN SMILES: [BH3-]C#N.[Na+].[N:5]1([CH:11]2[CH2:16][CH2:15][N:14](C(OC(C)(C)C)=O)[CH2:13][CH2:12]2)[CH2:10][CH2:9][NH:8][CH2:7][CH2:6]1.[CH:24]1([CH:27]=O)[CH2:26][CH2:25]1>CCO>[CH:24]1([CH2:27][N:8]2[CH2:7][CH2:6][N:5]([CH:11]3[CH2:12][CH2:13][NH:14][CH2:15][CH2:16]3)[CH2:10][CH2:9]2)[CH2:26][CH2:25]1 |f:0.1|. Product: C1(CC1)CN1CCN(CC1)C1CCNCC1 (1-cyclopropylmethyl-4-piperidin-4-yl-piperazine). Conditions: time 8 hour. The reactants are [BH3-]C#N.[Na+] (NaBH3CN), N1(CCNCC1)C1CCN(CC1)C(=O)OC(C)(C)C (tert. butyl 4-piperazin-1-yl-piperidine-1-carboxylate), C1(CC1)C=O (cyclopropanecarbaldehyde). The solvent is CCO (EtOH). Procedure: 1.26 g (20.0 mmol) NaBH3CN were added in 4 batches at RT to a solution of 1.71 g (5.0 mmol) tert. butyl 4-piperazin-1-yl-piperidine-1-carboxylate and 0.75 mL (10.0 mmol) cyclopropanecarbaldehyde in 100 mL of EtOH and the reaction mixture was stirred overnight at RT. The mixture was evaporated down i.vac., the residue was taken up in saturated NaHCO3 solution, extracted exhaustively with EtOAc and the organic phase was dried over Na2SO4. After the desiccant and solvent had been eliminated the res... The reactants are C(=O)(OC(C)(C)C)N[C@@H]1CC[C@H](CC1)N (trans-N-Boc-1,4-diaminocyclohexane), C([O-])([O-])=O.[K+].[K+] (potassium carbonate), BrCC(=O)OCC1=CC=CC=C1 (benzyl bromoacetate). Run in C(C)#N (acetonitrile), CN(C)C=O (DMF), C(C)(=O)OCC (ethyl acetate). Reaction conditions: time 19 hour. The product is C(C1=CC=CC=C1)OC(CNC1CCC(CC1)NC(=O)OC(C)(C)C)=O ((4-tert-Butoxycarbonylamino-cyclohexylamino)-acetic acid benzyl ester). Reaction SMILES: [C:1]([NH:8][C@H:9]1[CH2:14][CH2:13][C@H:12]([NH2:15])[CH2:11][CH2:10]1)([O:3][C:4]([CH3:7])([CH3:6])[CH3:5])=[O:2].C(=O)([O-])[O-].[K+].[K+].Br[CH2:23][C:24]([O:26][CH2:27][C:28]1[CH:33]=[CH:32][CH:31]=[CH:30][CH:29]=1)=[O:25]>C(#N)C.CN(C=O)C.C(OCC)(=O)C>[CH2:27]([O:26][C:24](=[O:25])[CH2:23][NH:15][CH:12]1[CH2:11][CH2:10][CH:9]([NH:8][C:1]([O:3][C:4]([CH3:7])([CH3:6])[CH3:5])=[O:2])[CH2:14][CH2:13]1)[C:28]1[CH:33]=[CH:32][CH:31]=[CH:30][CH:29]=1 |f:1.2.3|. Procedure details: To a suspension of trans-N-Boc-1,4-diaminocyclohexane (0.256 g, 1.19 mmol) and potassium carbonate (0.663 g, 4.80 mmol) in acetonitrile (15 mL) and DMF (5 mL) was added benzyl bromoacetate (0.21 mL, 1.33 mmol) under argon and the reaction was stirred at RT for 19 hr. The reaction was diluted with ethyl acetate and washed with sat. NaHCO3 and brine. The organic layer was dried over Na2SO4, filtered, and concentrated. The crude product was carried forward without purification. ESI-MS m/z 363 (MH)+... The reactants are Cc1cccc(O)c1, Cc1cccc(C)c1N, Cl, N#CN, [Na+], [OH-]. The product is Cc1cccc(C)c1NC(=N)N. RXN SMILES: [CH3:16][c:17]1[cH:18][c:19]([OH:20])[cH:21][cH:22][cH:23]1.[CH3:1][c:2]1[cH:3][cH:4][cH:5][c:6]([CH3:7])[c:8]1[NH2:9].[ClH:10].[NH2:11][C:12]#[N:13].[Na+:15].[OH-:14]>>[CH3:1][c:2]1[cH:3][cH:4][cH:5][c:6]([CH3:7])[c:8]1[NH:9][C:12](=[NH:11])[NH2:13]. Starting materials: [Ag+], COC(=O)C1N2C(=O)C(NC(=O)COc3ccccc3)C2SC1(C)CBr, ClCCl, F[B-](F)(F)F, Nc1ccccc1. Product: COC(=O)C1N2C(=O)C(NC(=O)COc3ccccc3)C2SC1(C)CNc1ccccc1. RXN SMILES: [Ag+:39].[Br:1][CH2:2][C:3]1([CH3:26])[S:4][CH:5]2[N:6]([CH:7]1[C:8](=[O:9])[O:10][CH3:11])[C:12](=[O:25])[CH:13]2[NH:14][C:15]([CH2:16][O:17][c:18]1[cH:19][cH:20][cH:21][cH:22][cH:23]1)=[O:24].[CH2:40]([Cl:41])[Cl:42].[F:34][B-:35]([F:36])([F:37])[F:38].[NH2:27][c:28]1[cH:29][cH:30][cH:31][cH:32][cH:33]1>>[CH2:2]([C:3]1([CH3:26])[S:4][CH:5]2[N:6]([CH:7]1[C:8](=[O:9])[O:10][CH3:11])[C:12](=[O:25])[CH:13]2[NH:14][C:15]([CH2:16][O:17][c:18]1[cH:19][cH:20][cH:21][cH:22][cH:23]1)=[O:24])[NH:27][c:28]1[cH:29][cH:30][cH:31][cH:32][cH:33]1. Yields the product O=C(Nc1nc2ccccc2[nH]1)C(CC1CCCC1)c1ccc(Cl)c(Cl)c1. The reactants are O=C1CCC(=O)N1Br, ClCCl, O=C(O)C(CC1CCCC1)c1ccc(Cl)c(Cl)c1, Nc1nc2ccccc2[nH]1, O, c1ccc(P(c2ccccc2)c2ccccc2)cc1, c1ccncc1. As a reaction SMILES: [Br:20][N:21]1[C:22](=[O:23])[CH2:24][CH2:25][C:26]1=[O:27].[CH2:62]([Cl:63])[Cl:64].[CH:28]1([CH2:33][CH:34]([C:35](=[O:36])[OH:37])[c:38]2[cH:39][c:40]([Cl:45])[c:41]([Cl:44])[cH:42][cH:43]2)[CH2:29][CH2:30][CH2:31][CH2:32]1.[NH2:46][c:47]1[n:48][c:49]2[cH:50][cH:51][cH:52][cH:53][c:54]2[nH:55]1.[OH2:65].[c:1]1([P:2]([c:3]2[cH:4][cH:5][cH:6][cH:7][cH:8]2)[c:9]2[cH:10][cH:11][cH:12][cH:13][cH:14]2)[cH:15][cH:16][cH:17][cH:18][cH:19]1.[cH:56]1[cH:57][cH:58][n:59][cH:60][cH:61]1>>[CH:28]1([CH2:33][CH:34]([C:35](=[O:37])[NH:46][c:47]2[nH:48][c:49]3[cH:50][cH:51][cH:52][cH:53][c:54]3[n:55]2)[c:38]2[cH:39][c:40]([Cl:45])[c:41]([Cl:44])[cH:42][cH:43]2)[CH2:29][CH2:30][CH2:31][CH2:32]1. Reaction SMILES: [Br:1][C:2]1[CH:7]=[CH:6][C:5]([F:8])=[CH:4][C:3]=1[C:9]1[C:18]2[C:17](=[O:19])[N:16]([CH3:20])[C:15](=[O:21])[N:14]([CH3:22])[C:13]=2[N:12]=[C:11](Cl)[C:10]=1[C:24]#[N:25].[C:26]1([CH:32]([NH2:40])[CH2:33][C:34]2[CH:39]=[CH:38][CH:37]=[CH:36][CH:35]=2)[CH:31]=[CH:30][CH:29]=[CH:28][CH:27]=1.NCC1C(N2CCOCC2)=NC2N(C)C(=O)N(C)C(=O)C=2C=1C1C=C(F)C=CC=1Br>>[NH2:25][CH2:24][C:10]1[C:11]([NH:40][CH:32]([C:26]2[CH:31]=[CH:30][CH:29]=[CH:28][CH:27]=2)[CH2:33][C:34]2[CH:39]=[CH:38][CH:37]=[CH:36][CH:35]=2)=[N:12][C:13]2[N:14]([CH3:22])[C:15](=[O:21])[N:16]([CH3:20])[C:17](=[O:19])[C:18]=2[C:9]=1[C:3]1[CH:4]=[C:5]([F:8])[CH:6]=[CH:7][C:2]=1[Br:1]. Reactants: C30H28BrFN5O2, BrC1=C(C=C(C=C1)F)C1=C(C(=NC=2N(C(N(C(C21)=O)C)=O)C)Cl)C#N (5-(2-bromo-5-fluorophenyl)-7-chloro-1,3-dimethyl-2,4-dioxo-1,2,3,4-tetrahydropyrido[2,3-d]pyrimidine-6-carbonitrile), C1(=CC=CC=C1)C(CC1=CC=CC=C1)N (1,2-diphenylethanamine), NCC1=C(C2=C(N(C(N(C2=O)C)=O)C)N=C1N1CCOCC1)C1=C(C=CC(=C1)F)Br (6-(aminomethyl)-5-(2-bromo-5-fluorophenyl)-1,3-dimethyl-7-morpholinopyrido[2,3-d]pyrimidine-2,4(1H,3H)-dione). Product: NCC1=C(C2=C(N(C(N(C2=O)C)=O)C)N=C1NC(CC1=CC=CC=C1)C1=CC=CC=C1)C1=C(C=CC(=C1)F)Br (6-(Aminomethyl)-5-(2-bromo-5-fluorophenyl)-7-(1,2-diphenylethylamino)-1,3-dimethylpyrido[2,3-d]pyrimidine-2,4(1H,3H)-dione). Reported procedure: The title compound was prepared from Compound 47a (Example and 1,2-diphenylethanamine, according to procedure described in the synthesis of Compound 47. MS [m+H] calc'd C30H28BrFN5O2 588; found 588. Product: C(=O)(OCC1=CC=CC=C1)N(CCO)CCO (N-Cbz-diethanolamine). Yield: 88.8%. Procedure: To a 0° C. solution of diethanolamine (1.9 ml, 20 mmol) in 50 ml of THF was added benzyloxycarbonyloxysuccinimide (5.0 g, 20 mmol) followed by the slow addition of a solution of sodium carbonate (3.2 g, 30 mmol) in 50 ml of water. The reaction was stirred at 0° C. for 2 hours, diluted with 50 ml of water, and the majority of the THF was removed under vacuum. The reaction mixture was extracted with ethyl acetate (2×75 ml), washed with brine and dried over sodium sulfate. The solvent was concentra... Starting materials: N(CCO)CCO (diethanolamine), C(C1=CC=CC=C1)OC(=O)OC1C(=O)NC(C1)=O (benzyloxycarbonyloxysuccinimide), C([O-])([O-])=O.[Na+].[Na+] (sodium carbonate). Reaction conditions: temperature 0 celsius, time 2 hour. The solvent is C1CCOC1 (THF), O (water), O (water). As a reaction SMILES: [NH:1]([CH2:5][CH2:6][OH:7])[CH2:2][CH2:3][OH:4].[CH2:8]([O:15][C:16](OC1CC(=O)NC1=O)=[O:17])[C:9]1[CH:14]=[CH:13][CH:12]=[CH:11][CH:10]=1.C(=O)([O-])[O-].[Na+].[Na+]>C1COCC1.O>[C:16]([N:1]([CH2:5][CH2:6][OH:7])[CH2:2][CH2:3][OH:4])([O:15][CH2:8][C:9]1[CH:14]=[CH:13][CH:12]=[CH:11][CH:10]=1)=[O:17] |f:2.3.4|. Reactants: CN1CCNCC1, Cc1ccccc1, ClP(Cl)(Cl)(Cl)Cl, Cc1cccc2nc(S)oc12. Yields the product Cc1cccc2nc(N3CCN(C)CC3)oc12. As a reaction SMILES: [CH3:18][N:19]1[CH2:20][CH2:21][NH:22][CH2:23][CH2:24]1.[CH3:25][c:26]1[cH:27][cH:28][cH:29][cH:30][cH:31]1.[Cl:1][P:2]([Cl:3])([Cl:4])([Cl:5])[Cl:6].[SH:7][c:8]1[o:9][c:10]2[c:11]([n:12]1)[cH:13][cH:14][cH:15][c:16]2[CH3:17]>>[c:8]1([N:22]2[CH2:21][CH2:20][N:19]([CH3:18])[CH2:24][CH2:23]2)[o:9][c:10]2[c:11]([n:12]1)[cH:13][cH:14][cH:15][c:16]2[CH3:17].